This data is from the Open Reaction Database (ORD), a public repository of structured organic reaction records. The task is: describe an organic reaction: reactants, conditions, products, and yield The reactants are ClC1=CC=C(C=C1)C1=NC=2N(C(=C1)C1CC1)N=CC2C(=O)O (5-(4-chloro-phenyl)-7-cyclopropyl-pyrazolo[1,5-a]pyrimidine-3-carboxylic acid), NC=1C=C(C=CC1)S(=O)(=O)NC1(CCCC1)CO (3-Amino-N-(1-hydroxymethyl-cyclopentyl)-benzenesulfonamide). Yields the product OCC1(CCCC1)NS(=O)(=O)C=1C=C(C=CC1)NC(=O)C=1C=NN2C1N=C(C=C2C2CC2)C2=CC=C(C=C2)Cl (5-(4-Chloro-phenyl)-7-cyclopropyl-pyrazolo[1,5-a]pyrimidine-3-carboxylic acid[3-(1-hydroxymethyl-cyclopentylsulfamoyl)-phenyl]-amide). As a reaction SMILES: [Cl:1][C:2]1[CH:7]=[CH:6][C:5]([C:8]2[CH:13]=[C:12]([CH:14]3[CH2:16][CH2:15]3)[N:11]3[N:17]=[CH:18][C:19]([C:20]([OH:22])=O)=[C:10]3[N:9]=2)=[CH:4][CH:3]=1.[NH2:23][C:24]1[CH:25]=[C:26]([S:30]([NH:33][C:34]2([CH2:39][OH:40])[CH2:38][CH2:37][CH2:36][CH2:35]2)(=[O:32])=[O:31])[CH:27]=[CH:28][CH:29]=1>>[OH:40][CH2:39][C:34]1([NH:33][S:30]([C:26]2[CH:25]=[C:24]([NH:23][C:20]([C:19]3[CH:18]=[N:17][N:11]4[C:12]([CH:14]5[CH2:16][CH2:15]5)=[CH:13][C:8]([C:5]5[CH:4]=[CH:3][C:2]([Cl:1])=[CH:7][CH:6]=5)=[N:9][C:10]=34)=[O:22])[CH:29]=[CH:28][CH:27]=2)(=[O:32])=[O:31])[CH2:38][CH2:37][CH2:36][CH2:35]1. Procedure details: The title compound was prepared from 5-(4-chloro-phenyl)-7-cyclopropyl-pyrazolo[1,5-a]pyrimidine-3-carboxylic acid (example C.28) and 3-amino-N-(1-hydroxymethyl-cyclopentyl)-benzenesulfonamide (example B.13) according to general procedure II. Pale-yellow solid. MS (ISP) 566.3 [(M+H)+]; mp 255-257° C. Reactants: O=C([O-])[O-], CS(=O)(=O)OCCN1CCC(N=[N+]=[N-])C(O)C1, O=c1ccc2c(F)cc(F)cc2[nH]1, CC(C)(C)OC(=O)NC1CCN(CCn2c(=O)ccc3ccc(F)c(F)c32)CC1, [H-], [K+], [K+], [Na+]. Yields the product [N-]=[N+]=NC1CCN(CCn2c(=O)ccc3c(F)cc(F)cc32)CC1O. Reaction SMILES: [C:62](=[O:63])([O-:64])[O-:65].[CH3:16][S:17]([O:18][CH2:21][CH2:22][N:23]1[CH2:24][CH:25]([OH:32])[CH:26]([N:29]=[N+:30]=[N-:31])[CH2:27][CH2:28]1)(=[O:19])=[O:20].[F:1][c:2]1[c:3]2[cH:4][cH:5][c:6](=[O:13])[nH:7][c:8]2[cH:9][c:10]([F:12])[cH:11]1.[F:33][c:34]1[c:35]([F:36])[c:37]2[c:38]([cH:39][cH:40][c:41](=[O:42])[n:43]2[CH2:44][CH2:45][N:46]2[CH2:47][CH2:48][CH:49]([NH:50][C:51](=[O:52])[O:53][C:54]([CH3:55])([CH3:56])[CH3:57])[CH2:58][CH2:59]2)[cH:60][cH:61]1.[H-:14].[K+:66].[K+:67].[Na+:15]>>[F:1][c:2]1[c:3]2[cH:4][cH:5][c:6](=[O:13])[n:7]([CH2:21][CH2:22][N:23]3[CH2:24][CH:25]([OH:32])[CH:26]([N:29]=[N+:30]=[N-:31])[CH2:27][CH2:28]3)[c:8]2[cH:9][c:10]([F:12])[cH:11]1. Starting materials: CC#N, ClC(c1ccccc1)c1ccccc1, NCCN. Product: NCCNC(c1ccccc1)c1ccccc1. RXN SMILES: [CH3:19][C:20]#[N:21].[CH:5]([c:6]1[cH:7][cH:8][cH:9][cH:10][cH:11]1)([c:12]1[cH:13][cH:14][cH:15][cH:16][cH:17]1)[Cl:18].[NH2:1][CH2:2][CH2:3][NH2:4]>>[NH:1]([CH2:2][CH2:3][NH2:4])[CH:5]([c:6]1[cH:7][cH:8][cH:9][cH:10][cH:11]1)[c:12]1[cH:13][cH:14][cH:15][cH:16][cH:17]1. Starting materials: BrC1=C2C=CC=NC2=C(C(=N1)C(=O)OC)OC (methyl 5-bromo-8-methoxy-1,6-naphthyridine-7-carboxylate), FC1=CC(=C(CNC(OC(C)(C)C)=O)C=C1)OCCCCS(NC)(=O)=O (tert-butyl 4-fluoro-2-(4-(N-methylsulfamoyl)butoxy)benzylcarbamate), N1=C(C=CC=C1)C1=NC=CC=C1 (2,2′-bipyridine). The reagents and catalysts are [Cu-]=O (copper (I) oxide). Run in ClCCl (dichloromethane), CN1CCCC1=O (NMP). Reaction conditions: temperature 120 celsius, time 10 hour. Product: C(C)(C)(C)OC(=O)NCC1=C(OCCCCS(=O)(=O)N(C)C2=C3C=CC=NC3=C(C(=N2)C(=O)OC)OC)C=C(C=C1)F (Methyl 5-(4-(2-((tert-butoxycarbonylamino)methyl)-5-fluorophenoxy)-N-methylbutylsulfonamido)-8-methoxy-1,6-naphthyridine-7-carboxylate). Reaction SMILES: Br[C:2]1[N:11]=[C:10]([C:12]([O:14][CH3:15])=[O:13])[C:9]([O:16][CH3:17])=[C:8]2[C:3]=1[CH:4]=[CH:5][CH:6]=[N:7]2.[F:18][C:19]1[CH:33]=[CH:32][C:22]([CH2:23][NH:24][C:25](=[O:31])[O:26][C:27]([CH3:30])([CH3:29])[CH3:28])=[C:21]([O:34][CH2:35][CH2:36][CH2:37][CH2:38][S:39](=[O:43])(=[O:42])[NH:40][CH3:41])[CH:20]=1.N1C=CC=CC=1C1C=CC=CN=1>CN1C(=O)CCC1.ClCCl.[Cu-]=O>[C:27]([O:26][C:25]([NH:24][CH2:23][C:22]1[CH:32]=[CH:33][C:19]([F:18])=[CH:20][C:21]=1[O:34][CH2:35][CH2:36][CH2:37][CH2:38][S:39]([N:40]([C:2]1[N:11]=[C:10]([C:12]([O:14][CH3:15])=[O:13])[C:9]([O:16][CH3:17])=[C:8]2[C:3]=1[CH:4]=[CH:5][CH:6]=[N:7]2)[CH3:41])(=[O:43])=[O:42])=[O:31])([CH3:30])([CH3:28])[CH3:29]. Procedure details: A mixture of methyl 5-bromo-8-methoxy-1,6-naphthyridine-7-carboxylate (2.4 mmol), tert-butyl 4-fluoro-2-(4-(N-methylsulfamoyl)butoxy)benzylcarbamate (Example 19; 2.6 mmol), 2,2′-bipyridine (3.1 mmol) and copper (I) oxide (3.1 mmol) in NMP (30 ml) was stirred at 120° C. under nitrogen atmosphere for 10 hours. The reaction mixture was diluted with dichloromethane and filtered off. The filtrate was washed with 10% 2-[2-(bis(carboxylatomethyl)amino)ethyl-(carboxylatomethyl)amino]acetate (EDTA) disod...